From a dataset of the Open Reaction Database (ORD), a public repository of structured organic reaction records. describe an organic reaction: reactants, conditions, products, and yield Starting materials: C[Si](C)(C)Cl (trimethylsilyl chloride), C[Si](C)(C)Cl (trimethylsilyl chloride), CC=1CC2=CC=CC=C2C1 (2-methylindene), C(CCC)[Li] (butyllithium), solution. Run in CCCCCC (hexane), CCCCCC (hexane). Reaction conditions: time 10 hour. The product is C[Si](C1C(=C(C2=CC=CC=C12)[Si](C)(C)C)C)(C)C (1,3-Bis(trimethylsilyl)-2-methylindene). The yield is 85.0%. Reaction SMILES: C([Li])CCC.[CH3:6][C:7]1[CH2:8][C:9]2[C:14]([CH:15]=1)=[CH:13][CH:12]=[CH:11][CH:10]=2.[CH3:16][Si:17](Cl)([CH3:19])[CH3:18]>CCCCCC>[CH3:16][Si:17]([CH3:19])([CH3:18])[CH:8]1[C:9]2[C:14](=[CH:13][CH:12]=[CH:11][CH:10]=2)[C:15]([Si:17]([CH3:19])([CH3:18])[CH3:16])=[C:7]1[CH3:6]. Procedure details: 500 ml of hexane and 70 ml of butyllithium (as a 2.5 molar solution in hexane) were introduced into a 1000 ml flask. 0.175 mol of 2-methylindene was added dropwise at the ambient temperature; the mixture was stirred for a further 10 hours. 0.18 mol of trimethylsilyl chloride was then added dropwise at room temperature; the mixture was stirred for a further 10 hours. LiCl was filtered off and 70 ml of butyllithium (as a 2.5 molar solution in hexane) were added to the clear filtrate. After further... Starting materials: C1CC(CC(C1)=O)=O (3,5-cyclohexanedione), [H-].[Na+] (Sodium hydride), CCOCC (ether), BrCC#CCCCC(=O)OC (methyl 7-bromo-5-heptynoate). The solvent is CN(C=O)C (dimethylformamide), CN(C=O)C (dimethylformamide), CN(C=O)C (dimethylformamide). The product is COC(CCCC#CCC1C(CCCC1=O)=O)=O (7-(2,6-dioxocyclohexyl)5-heptynoic acid methyl ester). As a reaction SMILES: [H-].[Na+].[CH2:3]1[CH2:8][C:7](=[O:9])[CH2:6][C:5](=[O:10])[CH2:4]1.Br[CH2:12][C:13]#[C:14][CH2:15][CH2:16][CH2:17][C:18]([O:20][CH3:21])=[O:19].CCOCC>CN(C)C=O>[CH3:21][O:20][C:18](=[O:19])[CH2:17][CH2:16][CH2:15][C:14]#[C:13][CH2:12][CH:6]1[C:7](=[O:9])[CH2:8][CH2:3][CH2:4][C:5]1=[O:10] |f:0.1|. Procedure: Sodium hydride (4.2 g) is suspended in dimethylformamide (50 ml) and while stirring the mixture at room temperature, a solution of 3,5-cyclohexanedione (11.2 g) in dimethylformamide (50 ml) is added over a period of 10 minutes. Several minutes later the mixture is cooled to -10° C., and a solution of methyl 7-bromo-5-heptynoate, described in Example 12, in dimethylformamide (50 ml) is added. The reaction mixture is stirred overnight at -10° to -5° C., then ether is added. The mixture is extracte...